This data is from the Open Reaction Database (ORD), a public repository of structured organic reaction records. The task is: describe an organic reaction: reactants, conditions, products, and yield Starting materials: CC(C)(C)OC(=O)N1CCc2c(c(-c3ccc(C(F)(F)F)cc3)nn2CCC=O)C1, CC(=O)O, Cn1c(=O)n(C2CCNCC2)c2ccccc21, ClCCl, [Na+], O=C([O-])O. Product: Cn1c(=O)n(C2CCN(CCCn3nc(-c4ccc(C(F)(F)F)cc4)c4c3CCN(C(=O)OC(C)(C)C)C4)CC2)c2ccccc21. Reaction SMILES: [C:1]([CH3:2])([CH3:3])([CH3:4])[O:5][C:6](=[O:7])[N:8]1[CH2:9][c:10]2[c:11]([n:14]([CH2:27][CH2:28][CH:29]=[O:30])[n:15][c:16]2-[c:17]2[cH:18][cH:19][c:20]([C:23]([F:24])([F:25])[F:26])[cH:21][cH:22]2)[CH2:12][CH2:13]1.[C:48]([OH:49])(=[O:50])[CH3:51].[CH3:31][n:32]1[c:33](=[O:47])[n:34]([CH:41]2[CH2:42][CH2:43][NH:44][CH2:45][CH2:46]2)[c:35]2[c:36]1[cH:37][cH:38][cH:39][cH:40]2.[Cl:57][CH2:58][Cl:59].[Na+:56].[O-:52][C:53]([OH:54])=[O:55]>>[C:1]([CH3:2])([CH3:3])([CH3:4])[O:5][C:6](=[O:7])[N:8]1[CH2:9][c:10]2[c:11]([n:14]([CH2:27][CH2:28][CH2:29][N:44]3[CH2:43][CH2:42][CH:41]([n:34]4[c:33](=[O:47])[n:32]([CH3:31])[c:36]5[c:35]4[cH:40][cH:39][cH:38][cH:37]5)[CH2:46][CH2:45]3)[n:15][c:16]2-[c:17]2[cH:18][cH:19][c:20]([C:23]([F:24])([F:25])[F:26])[cH:21][cH:22]2)[CH2:12][CH2:13]1. Reactants: Cl.N1=CC=C(C2=CC=CC=C12)NC(NCC(=O)O)=O ((3-quinolin-4-yl-ureido)-acetic acid hydrochloride), CC=1C=C(C=C2CCNCC2)C=CC1 (4-(3-methyl-benzylidene)-piperidine), TEA, C(CC)P1(OP(OP(O1)(=O)CCC)(=O)CCC)=O (T3P). The solvent is CN(C)C=O (DMF). Run at time 2 hour. Yields the product CC=1C=C(C=C2CCN(CC2)C(CNC(=O)NC2=CC(=NC3=CC=CC=C23)C)=O)C=CC1 (1-{2-[4-(3-Methyl-benzylidene)-piperidin-1-yl]-2-oxo-ethyl}-3-(2-methyl-quinolin-4-yl)-urea). RXN SMILES: Cl.[N:2]1[C:11]2[C:6](=[CH:7][CH:8]=[CH:9][CH:10]=2)[C:5]([NH:12][C:13](=[O:19])[NH:14][CH2:15][C:16]([OH:18])=O)=[CH:4][CH:3]=1.[CH3:20][C:21]1[CH:22]=[C:23]([CH:31]=[CH:32][CH:33]=1)[CH:24]=[C:25]1[CH2:30][CH2:29][NH:28][CH2:27][CH2:26]1.[CH2:34](P1(=O)OP(CCC)(=O)OP(CCC)(=O)O1)CC>CN(C=O)C>[CH3:20][C:21]1[CH:22]=[C:23]([CH:31]=[CH:32][CH:33]=1)[CH:24]=[C:25]1[CH2:30][CH2:29][N:28]([C:16](=[O:18])[CH2:15][NH:14][C:13]([NH:12][C:5]2[C:6]3[C:11](=[CH:10][CH:9]=[CH:8][CH:7]=3)[N:2]=[C:3]([CH3:34])[CH:4]=2)=[O:19])[CH2:27][CH2:26]1 |f:0.1|. Reported procedure: A suspension of (3-quinolin-4-yl-ureido)-acetic acid hydrochloride (281.7 mg, 1 mmol), 4-(3-methyl-benzylidene)-piperidine (187.3 mg, 1 mmol), TEA (1 mL, 7 mmol) in DMF (4 mL) and T3P (50% in EtOAc, 1 mL, 1.7 mmol) is stirred for 2 h at room temperature. The DMF is evaporated, the residue dissolved in CH2Cl2 (150 mL) and washed with 1M aqueous NaOH (50 mL) and brine (30 mL). The organic phase is dried (Na2SO4), filtered and evaporated to provide the crude title compound.